This data is from the Open Reaction Database (ORD), a public repository of structured organic reaction records. The task is: describe an organic reaction: reactants, conditions, products, and yield Run in C(C)(=O)OCC (ethyl acetate). Yields the product CC1=C(C=CC=C1[N+](=O)[O-])NCC1=CC=C(OC2=CC=C(C=C2)CCC(=O)OC)C=C1 (methyl 3-[4-(4-{[(2-methyl-3-nitrophenyl)amino]methyl}phenoxy)phenyl]propanoate). RXN SMILES: [CH3:1][C:2]1[C:7]([N+:8]([O-:10])=[O:9])=[CH:6][CH:5]=[CH:4][C:3]=1[NH:11][CH2:12][C:13]1[CH:30]=[CH:29][C:16]([O:17][C:18]2[CH:23]=[CH:22][C:21]([CH2:24][CH2:25][C:26]([OH:28])=[O:27])=[CH:20][CH:19]=2)=[CH:15][CH:14]=1.OS(O)(=O)=O.[CH3:36]O>C(OCC)(=O)C>[CH3:1][C:2]1[C:7]([N+:8]([O-:10])=[O:9])=[CH:6][CH:5]=[CH:4][C:3]=1[NH:11][CH2:12][C:13]1[CH:30]=[CH:29][C:16]([O:17][C:18]2[CH:23]=[CH:22][C:21]([CH2:24][CH2:25][C:26]([O:28][CH3:36])=[O:27])=[CH:20][CH:19]=2)=[CH:15][CH:14]=1. Starting materials: CC1=C(C=CC=C1[N+](=O)[O-])NCC1=CC=C(OC2=CC=C(C=C2)CCC(=O)O)C=C1 (3-[4-(4-{[(2-methyl-3-nitrophenyl)amino]methyl}phenoxy)phenyl]propanoic acid), OS(=O)(=O)O (H2SO4), CO (MeOH). Procedure details: The product from Example 76B (9.78 g, 24.1 mmoles) in MeOH (24 mL) was treated with concentrated H2SO4 (1 mL) and heated at reflux overnight. Reaction cooled and quenched with saturated NaHCO3. Reaction mixture diluted with ethyl acetate, washed with H2O, brine, dried (Na2SO4), filtered, and the filtrate concentrated under reduced pressure. The residue was purified by flash chromatography (silica gel, 20% ethyl acetate:hexanes) to provide the title compound. MS (ESI−) m/z 419 (M−H)−. The reactants are O=C=O, [Li]CCCC, CCCCCC, C1CCOC1, c1ccc(-c2cccs2)cc1. Product: O=C(O)c1ccc(-c2ccccc2)s1. As a reaction SMILES: [C:17](=[O:18])=[O:19].[CH2:12]([Li:13])[CH2:14][CH2:15][CH3:16].[CH3:25][CH2:26][CH2:27][CH2:28][CH2:29][CH3:30].[O:20]1[CH2:21][CH2:22][CH2:23][CH2:24]1.[c:1]1(-[c:7]2[s:8][cH:9][cH:10][cH:11]2)[cH:2][cH:3][cH:4][cH:5][cH:6]1>>[c:1]1(-[c:7]2[s:8][c:9]([C:17](=[O:18])[OH:19])[cH:10][cH:11]2)[cH:2][cH:3][cH:4][cH:5][cH:6]1. Starting materials: [OH-].[Na+] (sodium hydroxide), C(#N)C(C(=O)N)C1OC(C(=C1Cl)Cl)=O (2-Cyano-2-(3,4-dichloro-5-oxo-2,5-dihydrofuran-2-yl)acetamide), Cl.ClC=1C=C(C=C(C1)S(=O)(=O)C)CN (1-[3-chloro-5-(methylsulfonyl)phenyl]methanamine hydrochloride), C([O-])([O-])=O.[K+].[K+] (potassium carbonate). Solvent: C(C)O (ethanol). The product is Cl.ClC=1C=C(C(N(C1)CC1=CC(=CC(=C1)S(=O)(=O)C)Cl)=N)C(=O)N (5-chloro-1-[3-chloro-5-(methylsulfonyl)benzyl]-2-imino-1,2-dihydropyridine-3-carboxamide hydrochloride). The yield is 42.9%. As a reaction SMILES: [C:1]([CH:3]([CH:7]1[C:11]([Cl:12])=[C:10](Cl)C(=O)O1)[C:4]([NH2:6])=[O:5])#[N:2].Cl.[Cl:16][C:17]1[CH:18]=[C:19]([CH2:27][NH2:28])[CH:20]=[C:21]([S:23]([CH3:26])(=[O:25])=[O:24])[CH:22]=1.C(=O)([O-])[O-].[K+].[K+].[OH-].[Na+]>C(O)C>[ClH:12].[Cl:12][C:11]1[CH:7]=[C:3]([C:4]([NH2:6])=[O:5])[C:1](=[NH:2])[N:28]([CH2:27][C:19]2[CH:20]=[C:21]([S:23]([CH3:26])(=[O:25])=[O:24])[CH:22]=[C:17]([Cl:16])[CH:18]=2)[CH:10]=1 |f:1.2,3.4.5,6.7,9.10|. Reported procedure: (Step 4) 2-Cyano-2-(3,4-dichloro-5-oxo-2,5-dihydrofuran-2-yl)acetamide (1.68 g), 1-[3-chloro-5-(methylsulfonyl)phenyl]methanamine hydrochloride obtained in Step 3 (2.2 g) and potassium carbonate (2.97 g) were stirred in ethanol (30 ml) at 85° C. for 24 hr. The reaction mixture was treated with 1N sodium hydroxide solution, and extracted with ethyl acetate. The organic layer was washed with saturated brine, and dried over magnesium sulfate. The solvent was evaporated under reduced pressure. The r... Yields the product FC1=C(C=O)C=C(C=C1)C1=CC(=CC=C1)F (2-Fluoro-5-(3-fluorophenyl)benzaldehyde). Solvent: CCO (EtOH), O (water). Procedure details: To a stirred mixture of 5-bromo-2-fluoro-benzaldehyde (3.0 g, 14.8 mmol, 1 eq), (3-fluorophenyl)boronic acid (2.48 g, 17.7 mmol, 1.2 eq) and K2CO3 (4.13 g, 44.4 mmol, 3 eq) in a mixture of EtOH (30 mL), DMF (30 mL) and water (10 mL) under N2 was added Pd(PPh3)4 (1.71 g, 1.48 mmol, 0.1 eq). The reaction was heated at 100° C. for 3 h, then filtered through Celite. The filtrate was diluted with water and extracted with EtOAc. The combined organic extracts were washed with water and brine, dried (Na... Reagents/catalysts: C=1C=CC(=CC1)[P](C=2C=CC=CC2)(C=3C=CC=CC3)[Pd]([P](C=4C=CC=CC4)(C=5C=CC=CC5)C=6C=CC=CC6)([P](C=7C=CC=CC7)(C=8C=CC=CC8)C=9C=CC=CC9)[P](C=1C=CC=CC1)(C=1C=CC=CC1)C=1C=CC=CC1 (Pd(PPh3)4). RXN SMILES: Br[C:2]1[CH:3]=[CH:4][C:5]([F:10])=[C:6]([CH:9]=1)[CH:7]=[O:8].[F:11][C:12]1[CH:13]=[C:14](B(O)O)[CH:15]=[CH:16][CH:17]=1.C([O-])([O-])=O.[K+].[K+].CN(C=O)C>CCO.C1C=CC([P]([Pd]([P](C2C=CC=CC=2)(C2C=CC=CC=2)C2C=CC=CC=2)([P](C2C=CC=CC=2)(C2C=CC=CC=2)C2C=CC=CC=2)[P](C2C=CC=CC=2)(C2C=CC=CC=2)C2C=CC=CC=2)(C2C=CC=CC=2)C2C=CC=CC=2)=CC=1.O>[F:10][C:5]1[CH:4]=[CH:3][C:2]([C:16]2[CH:15]=[CH:14][CH:13]=[C:12]([F:11])[CH:17]=2)=[CH:9][C:6]=1[CH:7]=[O:8] |f:2.3.4,^1:38,40,59,78|. The yield is 34.1%. Reactants: BrC=1C=CC(=C(C=O)C1)F (5-bromo-2-fluoro-benzaldehyde), FC=1C=C(C=CC1)B(O)O ((3-fluorophenyl)boronic acid), C(=O)([O-])[O-].[K+].[K+] (K2CO3), CN(C)C=O (DMF). Conditions: temperature 100 celsius. Reactants: C(C)(C)(C)OC(=O)N1CCN(CC1)C1=CC2=C(NC(N2)=S)C=C1F (5-(4-tert-butoxycarbonylpiperazin-1-yl)-6-fluoro-1,3-dihydro-2H-benzimidazol-2-thione), C(C)(C)(C)OC(=O)N1CCN(CC1)C1=CC2=C(NC(N2)=S)C=C1Cl (5-(4-tert-butoxycarbonyl-piperazin-1-yl)-6-chloro-1,3-dihydro-2H-benzimidazol-2-thione). The product is Cl.Cl.C(C)C(CC)SC=1NC2=C(N1)C=C(C(=C2)F)N2CCNCC2 (2-[(1-ethylproyl)sulfanyl]-5-fluoro-6-(piperazin-1-yl)benzimidazole dihydrochloride). RXN SMILES: C(OC([N:8]1[CH2:13][CH2:12][N:11]([C:14]2[C:23]([F:24])=[CH:22][C:17]3[NH:18][C:19](=[S:21])[NH:20][C:16]=3[CH:15]=2)[CH2:10][CH2:9]1)=O)(C)(C)C.C(OC(N1CCN([C:38]2[C:47]([Cl:48])=[CH:46]C3NC(=S)N[C:40]=3[CH:39]=2)CC1)=O)(C)(C)C>>[ClH:48].[ClH:48].[CH2:39]([CH:38]([S:21][C:19]1[NH:18][C:17]2[CH:22]=[C:23]([F:24])[C:14]([N:11]3[CH2:10][CH2:9][NH:8][CH2:13][CH2:12]3)=[CH:15][C:16]=2[N:20]=1)[CH2:47][CH3:46])[CH3:40] |f:2.3.4|. Procedure details: Reactions were conducted following Example 1 except that 5-(4-tert-butoxycarbonylpiperazin-1-yl)-6-fluoro-1,3-dihydro-2H-benzimidazol-2-thione (which was prepared by the method as described in U.S. Pat. No. 6,051,570) was used in place of the 5-(4-tert-butoxycarbonyl-piperazin-1-yl)-6-chloro-1,3-dihydro-2H-benzimidazol-2-thione as obtained in Production Example 1, to provide the title compound as a colorless powder. Starting materials: ClCCl, CS(N)(=O)=O, Cc1nn(-c2cc(CC(Cl)C(=O)O)c(Cl)cc2Cl)c(=O)n1C(F)F, O=S(Cl)Cl. Product: Cc1nn(-c2cc(CC(Cl)C(=O)NS(C)(=O)=O)c(Cl)cc2Cl)c(=O)n1C(F)F. RXN SMILES: [CH2:34]([Cl:35])[Cl:36].[CH3:29][S:30](=[O:31])(=[O:32])[NH2:33].[Cl:1][CH:2]([C:3](=[O:4])[OH:5])[CH2:6][c:7]1[c:8]([Cl:24])[cH:9][c:10]([Cl:23])[c:11](-[n:13]2[n:14][c:15]([CH3:22])[n:16]([CH:19]([F:20])[F:21])[c:17]2=[O:18])[cH:12]1.[S:25]([Cl:26])([Cl:27])=[O:28]>>[Cl:1][CH:2]([C:3](=[O:4])[NH:33][S:30]([CH3:29])(=[O:31])=[O:32])[CH2:6][c:7]1[c:8]([Cl:24])[cH:9][c:10]([Cl:23])[c:11](-[n:13]2[n:14][c:15]([CH3:22])[n:16]([CH:19]([F:20])[F:21])[c:17]2=[O:18])[cH:12]1. The reactants are CCCCOc1cc(C=O)ccc1I, Cc1ccccc1, COC(=O)C=P(c1ccccc1)(c1ccccc1)c1ccccc1. Yields the product CCCCOc1cc(C=CC(=O)OC)ccc1I. Reaction SMILES: [CH2:25]([CH2:26][CH2:27][CH3:28])[O:29][c:30]1[cH:31][c:32]([CH:33]=[O:34])[cH:35][cH:36][c:37]1[I:38].[CH3:39][c:40]1[cH:41][cH:42][cH:43][cH:44][cH:45]1.[c:1]1([P:2]([c:3]2[cH:4][cH:5][cH:6][cH:7][cH:8]2)([c:9]2[cH:10][cH:11][cH:12][cH:13][cH:14]2)=[CH:20][C:21](=[O:22])[O:23][CH3:24])[cH:15][cH:16][cH:17][cH:18][cH:19]1>>[CH:20]([C:21](=[O:22])[O:23][CH3:24])=[CH:33][c:32]1[cH:31][c:30]([O:29][CH2:25][CH2:26][CH2:27][CH3:28])[c:37]([I:38])[cH:36][cH:35]1.